From a dataset of the Open Reaction Database (ORD), a public repository of structured organic reaction records. describe an organic reaction: reactants, conditions, products, and yield Starting materials: OC1=CC=C(C=C1)C=1C=C2C=CC(=NC2=CC1)C(=O)OC (Methyl 6-(4-hydroxyphenyl)-2-quinolinecarboxylate), ClC=1C=NC=C(C1C1=NOC(=C1CO)C(C)C)Cl ([3-(3,5-dichloro-4-pyridinyl)-5-(1-methylethyl)-4-isoxazolyl]methanol), C1(=CC=CC=C1)P(C1=CC=CC=C1)C1=CC=CC=C1 (triphenyl phosphine), N(=NC(=O)OC(C)C)C(=O)OC(C)C (diisopropyl azodicarboxylate). Solvent: ClCCl (dichloromethane). Reaction conditions: temperature 100 celsius. Yields the product ClC=1C=NC=C(C1C1=NOC(=C1COC1=CC=C(C=C1)C=1C=C2C=CC(=NC2=CC1)C(=O)OC)C(C)C)Cl (methyl 6-[4-({[3-(3,5-dichloro-4-pyridinyl)-5-(1-methylethyl)-4-isoxazolyl]methyl}oxy)phenyl]-2-quinolinecarboxylate). Isolated yield 50.7%. RXN SMILES: [OH:1][C:2]1[CH:7]=[CH:6][C:5]([C:8]2[CH:9]=[C:10]3[C:15](=[CH:16][CH:17]=2)[N:14]=[C:13]([C:18]([O:20][CH3:21])=[O:19])[CH:12]=[CH:11]3)=[CH:4][CH:3]=1.[Cl:22][C:23]1[CH:24]=[N:25][CH:26]=[C:27]([Cl:39])[C:28]=1[C:29]1[C:33]([CH2:34]O)=[C:32]([CH:36]([CH3:38])[CH3:37])[O:31][N:30]=1.C1(P(C2C=CC=CC=2)C2C=CC=CC=2)C=CC=CC=1.N(C(OC(C)C)=O)=NC(OC(C)C)=O>ClCCl>[Cl:39][C:27]1[CH:26]=[N:25][CH:24]=[C:23]([Cl:22])[C:28]=1[C:29]1[C:33]([CH2:34][O:1][C:2]2[CH:7]=[CH:6][C:5]([C:8]3[CH:9]=[C:10]4[C:15](=[CH:16][CH:17]=3)[N:14]=[C:13]([C:18]([O:20][CH3:21])=[O:19])[CH:12]=[CH:11]4)=[CH:4][CH:3]=2)=[C:32]([CH:36]([CH3:37])[CH3:38])[O:31][N:30]=1. Reported procedure: Methyl 6-(4-hydroxyphenyl)-2-quinolinecarboxylate (100 mg, 0.36 mmol), [3-(3,5-dichloro-4-pyridinyl)-5-(1-methylethyl)-4-isoxazolyl]methanol (103 mg, 0.36 mmol), triphenyl phosphine (94 mg, 0.36 mmol), diisopropyl azodicarboxylate (0.07 mL, 0.36 mmol) and dichloromethane (3.6 mL) were placed in a microwave reaction tube, sealed and heated in a microwave reactor to 100° C. for 10 minutes. The solution was concentrated then slurried in a 3:7 mixture of acetone: hexane. The resulting off-white soli... The reactants are CCCCCCCCOc1ccc(-c2ccc(C(=O)O)cc2)cc1, ClCCl, CCOCC, ClC(Cl)Cl, [Cl-], Cl, CCC(C)C(=O)c1ccc(O)cc1O, c1ccncc1. Product: CCCCCCCCOc1ccc(-c2ccc(C(=O)Oc3ccc(C(=O)C(C)CC)c(O)c3)cc2)cc1. Reaction SMILES: [CH2:16]([CH2:17][CH2:18][CH2:19][CH2:20][CH2:21][CH2:22][CH3:23])[O:24][c:25]1[cH:26][cH:27][c:28](-[c:31]2[cH:32][cH:33][c:34]([C:35](=[O:36])[OH:37])[cH:38][cH:39]2)[cH:29][cH:30]1.[CH2:51]([Cl:52])[Cl:53].[CH2:54]([O:55][CH2:56][CH3:57])[CH3:58].[CH:41]([Cl:42])([Cl:43])[Cl:44].[Cl-:15].[ClH:40].[OH:1][c:2]1[cH:3][c:4]([OH:14])[cH:5][cH:6][c:7]1[C:8]([CH:9]([CH2:10][CH3:11])[CH3:12])=[O:13].[cH:45]1[cH:46][cH:47][n:48][cH:49][cH:50]1>>[OH:1][c:2]1[cH:3][c:4]([O:14][C:35]([c:34]2[cH:33][cH:32][c:31](-[c:28]3[cH:27][cH:26][c:25]([O:24][CH2:16][CH2:17][CH2:18][CH2:19][CH2:20][CH2:21][CH2:22][CH3:23])[cH:30][cH:29]3)[cH:39][cH:38]2)=[O:36])[cH:5][cH:6][c:7]1[C:8]([CH:9]([CH2:10][CH3:11])[CH3:12])=[O:13]. Yields the product C1(=CC=CC=C1)SC1(CC1)OC1=C(C=C(C(=O)NC2(CC3=CC=CC=C3C2)C(=O)O)C=C1)OCCC=1C=C(C=CC1)C (2-[4-(1-Phenylsulfanyl-cyclopropoxy)-3-(2-m-tolyl-ethoxy)-benzoylamino]-indane-2-carboxylic acid). The reagents and catalysts are C([O-])([O-])=O.[Ag+2] (silver carbonate). Run in C1(=CC=CC=C1)C (toluene). Starting materials: COC(=O)C1(CC2=CC=CC=C2C1)NC(C1=CC(=C(C=C1)O)OCCC=1C=C(C=CC1)C)=O (2-[4-Hydroxy-3-(2-m-tolyl-ethoxy)-benzoylamino]-indane-2-carboxylic acid methyl ester), IC1(CC1)SC1=CC=CC=C1 ((1-iodo-cyclopropylsulfanyl)-benzene). Procedure: The compound of step 1 of example 254 (50 mg, 0.116 mmol), (1-iodo-cyclopropylsulfanyl)-benzene (G. J. Hollingworth et al., Tetrahedron Lett. 40 (1999), 2633-2636) (64 mg, 0.232 mmol) and silver carbonate (64 mg, 0.232 mmol) in toluene (1 ml) were stirred overnight at 50° C. The mixture was filtered, the filtrate evaporated to dryness and the residue purified by silica gel chromatography (HEP/EA gradient) to yield 44 mg of the title compound. RXN SMILES: C[O:2][C:3]([C:5]1([NH:14][C:15](=[O:33])[C:16]2[CH:21]=[CH:20][C:19]([OH:22])=[C:18]([O:23][CH2:24][CH2:25][C:26]3[CH:27]=[C:28]([CH3:32])[CH:29]=[CH:30][CH:31]=3)[CH:17]=2)[CH2:13][C:12]2[C:7](=[CH:8][CH:9]=[CH:10][CH:11]=2)[CH2:6]1)=[O:4].I[C:35]1([S:38][C:39]2[CH:44]=[CH:43][CH:42]=[CH:41][CH:40]=2)[CH2:37][CH2:36]1>C1(C)C=CC=CC=1.C(=O)([O-])[O-].[Ag+2]>[C:39]1([S:38][C:35]2([O:22][C:19]3[CH:20]=[CH:21][C:16]([C:15]([NH:14][C:5]4([C:3]([OH:2])=[O:4])[CH2:13][C:12]5[C:7](=[CH:8][CH:9]=[CH:10][CH:11]=5)[CH2:6]4)=[O:33])=[CH:17][C:18]=3[O:23][CH2:24][CH2:25][C:26]3[CH:27]=[C:28]([CH3:32])[CH:29]=[CH:30][CH:31]=3)[CH2:37][CH2:36]2)[CH:44]=[CH:43][CH:42]=[CH:41][CH:40]=1 |f:3.4|. Isolated yield 65.4%.